From a dataset of the Open Reaction Database (ORD), a public repository of structured organic reaction records. describe an organic reaction: reactants, conditions, products, and yield Reactants: ClC1=NC=CC(=N1)N1N=C(C(=C1)CN1C[C@@H](CC1)O)C ((R)-1-((1-(2-chloropyrimidin-4-yl)-3-methyl-1H-pyrazol-4-yl)methyl)pyrrolidin-3-ol), ClC1=CN(C2=CC=C(C=C12)N)C1CC1 (3-chloro-1-cyclopropyl-1H-indol-5-amine), C([O-])([O-])=O.[K+].[K+] (potassium carbonate), CC1(C2=C(C(=CC=C2)P(C3=CC=CC=C3)C4=CC=CC=C4)OC5=C(C=CC=C51)P(C6=CC=CC=C6)C7=CC=CC=C7)C (Xantphos). Reagents/catalysts: C(C)(=O)[O-].[Pd+2].C(C)(=O)[O-] (palladium acetate). Run in O1CCOCC1 (dioxane). Run at temperature 100 celsius. The product is ClC1=CN(C2=CC=C(C=C12)NC1=NC=CC(=N1)N1N=C(C(=C1)CN1C[C@@H](CC1)O)C)C1CC1 ((R)-1-((1-(2-(3-chloro-1-cyclopropyl-1H-indol-5-ylamino)pyrimidin-4-yl)-3-methyl-1H-pyrazol-4-yl)methyl)pyrrolidin-3-ol). The yield is 69.9%. RXN SMILES: Cl[C:2]1[N:7]=[C:6]([N:8]2[CH:12]=[C:11]([CH2:13][N:14]3[CH2:18][CH2:17][C@@H:16]([OH:19])[CH2:15]3)[C:10]([CH3:20])=[N:9]2)[CH:5]=[CH:4][N:3]=1.[Cl:21][C:22]1[C:30]2[C:25](=[CH:26][CH:27]=[C:28]([NH2:31])[CH:29]=2)[N:24]([CH:32]2[CH2:34][CH2:33]2)[CH:23]=1.C(=O)([O-])[O-].[K+].[K+].CC1(C)C2C(=C(P(C3C=CC=CC=3)C3C=CC=CC=3)C=CC=2)OC2C(P(C3C=CC=CC=3)C3C=CC=CC=3)=CC=CC1=2>C([O-])(=O)C.[Pd+2].C([O-])(=O)C.O1CCOCC1>[Cl:21][C:22]1[C:30]2[C:25](=[CH:26][CH:27]=[C:28]([NH:31][C:2]3[N:7]=[C:6]([N:8]4[CH:12]=[C:11]([CH2:13][N:14]5[CH2:18][CH2:17][C@@H:16]([OH:19])[CH2:15]5)[C:10]([CH3:20])=[N:9]4)[CH:5]=[CH:4][N:3]=3)[CH:29]=2)[N:24]([CH:32]2[CH2:34][CH2:33]2)[CH:23]=1 |f:2.3.4,6.7.8|. Procedure details: A round bottomed flask was charged with (R)-1-((1-(2-chloropyrimidin-4-yl)-3-methyl-1H-pyrazol-4-yl)methyl)pyrrolidin-3-ol (268 mg, 1.6 mmol), 3-chloro-1-cyclopropyl-1H-indol-5-amine (430 mg, 1.3 equiv.), potassium carbonate (0.66 g, 3.0 equiv), palladium acetate (18 mg, 0.05 equiv.), Xantphos (0.1 equiv.) and 50 mL of anhydrous dioxane. After being degassed by nitrogen bubbling, the reaction mixture was heated at 100° C. for 5 hours. Volatiles were removed in vacuo and then the resulting residu... Starting materials: C(C1=CC=CC=C1)[Mg]Br (benzylmagnesium bromide), CN(C1=C(C2=C(S1)C=C(C=C2)OC)C(=O)C2=CC=C(C=C2)OCCN2CCCCC2)C ((2-dimethylamino-6-methoxy-benzo[b]thiophen-3-yl)-[4-(2-piperidin-1-yl-ethoxy)-phenyl]-methanone). Run in C1CCOC1 (THF). Reaction conditions: time 30 minute. Yields the product C(C1=CC=CC=C1)C1=C(C2=C(S1)C=C(C=C2)OC)C(=O)C2=CC=C(C=C2)OCCN2CCCCC2 ((2-Benzyl-6-methoxy-benzo[b]thiophen-3-yl)-[4-(2-piperidin-1-yl-ethoxy)-phenyl]-methanone). Reaction SMILES: [CH2:1]([Mg]Br)[C:2]1[CH:7]=[CH:6][CH:5]=[CH:4][CH:3]=1.CN(C)[C:12]1[S:16][C:15]2[CH:17]=[C:18]([O:21][CH3:22])[CH:19]=[CH:20][C:14]=2[C:13]=1[C:23]([C:25]1[CH:30]=[CH:29][C:28]([O:31][CH2:32][CH2:33][N:34]2[CH2:39][CH2:38][CH2:37][CH2:36][CH2:35]2)=[CH:27][CH:26]=1)=[O:24]>C1COCC1>[CH2:1]([C:12]1[S:16][C:15]2[CH:17]=[C:18]([O:21][CH3:22])[CH:19]=[CH:20][C:14]=2[C:13]=1[C:23]([C:25]1[CH:30]=[CH:29][C:28]([O:31][CH2:32][CH2:33][N:34]2[CH2:39][CH2:38][CH2:37][CH2:36][CH2:35]2)=[CH:27][CH:26]=1)=[O:24])[C:2]1[CH:7]=[CH:6][CH:5]=[CH:4][CH:3]=1. Procedure details: Add benzylmagnesium bromide (1.5 mL, 3M) to a stirred solution of (2-dimethylamino-6-methoxy-benzo[b]thiophen-3-yl)-[4-(2-piperidin-1-yl-ethoxy)-phenyl]-methanone (1.0 g, 2.28 mmol) in THF (10 mL) at room temperature (r.t.). Stir the mixture for 30 min. and quench with sat. NaHCO3. Dilute the reaction mixture with CH2Cl2 and wash with water and brine, dry over MgSO4, filter and concentrate. Use the crude product without further purification. Reactants: O=Cc1oc2ccccc2c1Br, CCOC(OCC)OCC, [Na+], [Na+], O=C([O-])[O-]. The product is CCOC(OCC)c1oc2ccccc2c1Br. Reaction SMILES: [Br:1][c:2]1[c:3]2[c:4]([o:5][c:6]1[CH:7]=[O:8])[cH:9][cH:10][cH:11][cH:12]2.[CH:13]([O:14][CH2:15][CH3:16])([O:17][CH2:18][CH3:19])[O:20][CH2:21][CH3:22].[Na+:23].[Na+:24].[O-:25][C:26](=[O:27])[O-:28]>>[Br:1][c:2]1[c:3]2[c:4]([o:5][c:6]1[CH:13]([O:17][CH2:18][CH3:19])[O:20][CH2:21][CH3:22])[cH:9][cH:10][cH:11][cH:12]2. Starting materials: Cn1cc(Br)nc(Br)c1=O, CN1CCCC1=O, ClCCl, Nc1ccc(CCO)cc1. RXN SMILES: [Br:1][c:2]1[c:3](=[O:10])[n:4]([CH3:9])[cH:5][c:6]([Br:8])[n:7]1.[CH3:21][N:22]1[CH2:23][CH2:24][CH2:25][C:26]1=[O:27].[Cl:28][CH2:29][Cl:30].[NH2:11][c:12]1[cH:13][cH:14][c:15]([CH2:18][CH2:19][OH:20])[cH:16][cH:17]1>>[c:2]1([NH:11][c:12]2[cH:13][cH:14][c:15]([CH2:18][CH2:19][OH:20])[cH:16][cH:17]2)[c:3](=[O:10])[n:4]([CH3:9])[cH:5][c:6]([Br:8])[n:7]1. The product is Cn1cc(Br)nc(Nc2ccc(CCO)cc2)c1=O.